Dataset: the Open Reaction Database (ORD), a public repository of structured organic reaction records. Task: describe an organic reaction: reactants, conditions, products, and yield Run in C(Cl)Cl (methylene chloride), C(Cl)Cl (methylene chloride). Procedure details: 2-(2,3-Dimethylanilinomethyl)-2-imidazoline (4.20 g; 0.024 moles) was stirred in methylene chloride (90 ml), cooled to 0° C. and a solution of 4-chlorophenyl isocyanate (3.66 g; 0.024 moles) in methylene chloride (10 ml) was then added dropwise. A white precipitate formed rapidly. Stirring was continued for 2 to 3 hours after the addition at 0° C., the reaction mixture then allowed to reach ambient temperature and stirring was continued overnight. The reaction mixture was then evaporated to dryn... Reaction conditions: temperature 0 celsius, time 2.5 hour. The reactants are CC1=C(NCC=2NCCN2)C=CC=C1C (2-(2,3-Dimethylanilinomethyl)-2-imidazoline), ClC1=CC=C(C=C1)N=C=O (4-chlorophenyl isocyanate). Yields the product ClC1=CC=C(C=C1)NC(=O)N1C(=NCC1)CNC1=C(C(=CC=C1)C)C (1-(N-(4-chlorophenyl)-carbamoyl)-2-(2,3-dimethylanilinomethyl)-2-imidazoline). As a reaction SMILES: [CH3:1][C:2]1[C:14]([CH3:15])=[CH:13][CH:12]=[CH:11][C:3]=1[NH:4][CH2:5][C:6]1[NH:7][CH2:8][CH2:9][N:10]=1.[Cl:16][C:17]1[CH:22]=[CH:21][C:20]([N:23]=[C:24]=[O:25])=[CH:19][CH:18]=1>C(Cl)Cl>[Cl:16][C:17]1[CH:22]=[CH:21][C:20]([NH:23][C:24]([N:10]2[CH2:9][CH2:8][N:7]=[C:6]2[CH2:5][NH:4][C:3]2[CH:11]=[CH:12][CH:13]=[C:14]([CH3:15])[C:2]=2[CH3:1])=[O:25])=[CH:19][CH:18]=1.